From a dataset of the Open Reaction Database (ORD), a public repository of structured organic reaction records. describe an organic reaction: reactants, conditions, products, and yield Reactants: C(C)N(C(CC)=O)C1=CC(=CC=C1)C=1N=NC(=CC1)Cl (N-ethyl-N[3-(6-chloro-3-pyridazinyl)phenyl]propanamide), CNC(NN)=S (4-methylthiosemicarbazide). The solvent is C(C)O (ethanol). Yields the product C(C)N(C(CC)=O)C1=CC(=CC=C1)C=1C=CC=2N(N1)C(=NN2)NC (N-Ethyl-N-[3-[3-(methylamino)-1,2,4-triazolo[4,3-b]pyridazin-6-yl]phenyl]propanamide). Yield: 8.9%. RXN SMILES: [CH2:1]([N:3]([C:8]1[CH:13]=[CH:12][CH:11]=[C:10]([C:14]2[N:15]=[N:16][C:17](Cl)=[CH:18][CH:19]=2)[CH:9]=1)[C:4](=[O:7])[CH2:5][CH3:6])[CH3:2].[CH3:21][NH:22][C:23](=S)[NH:24][NH2:25]>C(O)C>[CH2:1]([N:3]([C:8]1[CH:13]=[CH:12][CH:11]=[C:10]([C:14]2[CH:19]=[CH:18][C:17]3[N:16]([C:23]([NH:22][CH3:21])=[N:24][N:25]=3)[N:15]=2)[CH:9]=1)[C:4](=[O:7])[CH2:5][CH3:6])[CH3:2]. Procedure details: A solution of 5.0 g N-ethyl-N[3-(6-chloro-3-pyridazinyl)phenyl]propanamide and 3.8 g of 4-methylthiosemicarbazide in 200 ml ethanol was refluxed for 18 hours. The mixture was then treated and the product chromatographed as described for Example 70. Recrystallization of the product from acetone-hexane afforded 0.5 g orange crystals, mp 172°-173° C. Starting materials: C(C=1C(O)=CC=CC1)(=O)N (salicylamide), OC=1C=C(C(=O)OC)C=CC1 (methyl 3-hydroxybenzoate), N (NH3). Product: NC1=NC2=C(C=CC=C2C=C1)OC(CCCOC1=C(C(=O)N)C=CC=C1)C (2-((4-((2-aminoquinolin-8-yl)oxy)pentyl)oxy)benzamide). RXN SMILES: [C:1]([NH2:10])(=[O:9])[C:2]1[C:3](=[CH:5][CH:6]=[CH:7][CH:8]=1)[OH:4].[OH:11][C:12]1[CH:13]=[C:14]([CH:19]=[CH:20][CH:21]=1)[C:15](OC)=O.[NH3:22]>>[NH2:22][C:1]1[CH:2]=[CH:15][C:14]2[C:13](=[C:12]([O:11][CH:5]([CH3:3])[CH2:6][CH2:7][CH2:8][O:4][C:3]3[CH:5]=[CH:6][CH:7]=[CH:8][C:2]=3[C:1]([NH2:10])=[O:9])[CH:21]=[CH:20][CH:19]=2)[N:10]=1. Procedure: The title compound was prepared according to the procedure described in Example 92 substituting salicylamide for methyl 3-hydroxybenzoate. 1H NMR (500 MHz, DMSO-d6) δ ppm 7.76 (dd, 1H), 7.35–7.58 (m, 6H), 7.10 (d, 1H), 7.01 (m, 1H), 4.87 (m, 1H), 4.18 (m, 2H), 1.84–2.05 (m, 4H), 1.40 (d, 3H); MS (DCI/NH3) m/z 366 [M+H]+.